Dataset: the Open Reaction Database (ORD), a public repository of structured organic reaction records. Task: describe an organic reaction: reactants, conditions, products, and yield Reactants: [F-].C(CCC)[N+](CCCC)(CCCC)CCCC (tetrabutylammonium fluoride), [Si](C)(C)(C(C)(C)C)OCCC(O)C=1C(=NC=CC1)Cl (3-(tert-butyldimethylsilyloxy)-1-(2-chloropyridin-3-yl)propan-1-ol). Solvent: C1CCOC1 (THF), C1CCOC1 (THF). Conditions: time 60 minute. The product is ClC1=NC=CC=C1C(CCO)O (1-(2-Chloropyridin-3-yl)propane-1,3-diol). As a reaction SMILES: [F-].C([N+](CCCC)(CCCC)CCCC)CCC.[Si]([O:26][CH2:27][CH2:28][CH:29]([C:31]1[C:32]([Cl:37])=[N:33][CH:34]=[CH:35][CH:36]=1)[OH:30])(C(C)(C)C)(C)C>C1COCC1>[Cl:37][C:32]1[C:31]([CH:29]([OH:30])[CH2:28][CH2:27][OH:26])=[CH:36][CH:35]=[CH:34][N:33]=1 |f:0.1|. Procedure details: A solution of tetrabutylammonium fluoride in THF (1M, 3.3 mL) was added to a solution of 3-(tert-butyldimethylsilyloxy)-1-(2-chloropyridin-3-yl)propan-1-ol in THF (5 mL) and stirred for 60 min, then silica gel was added and the solvent were removed under reduced pressure. The entire flask contents were added to a column, that was prepared and eluted with 75% ETOAC/Hex, to yield that titled product (0.49 g), NMR CD3OD 1H δ 8.3 (dd, 1H), 8.0 (dd, 1H), 7.4 (dd, 1H), 5.1 (dd, 1H), 3.8 (m, 2H), 2.0 (...